From a dataset of the Open Reaction Database (ORD), a public repository of structured organic reaction records. describe an organic reaction: reactants, conditions, products, and yield The reactants are BrCCC1OC2=C(NC1=O)C=CC=C2 (2-(2-bromoethyl)-1,4-benzoxazin-3-one), C[S-].[Na+] (sodium thiomethylate). Solvent: CO.CN(C)C=O (methanol DMF). Run at time 4 hour. Product: CSCCC1OC2=C(NC1=O)C=CC=C2 (2-(2-Methylthio-ethyl)-1,4-benzoxazin-3-one). The yield is 53.0%. Reaction SMILES: Br[CH2:2][CH2:3][CH:4]1[C:9](=[O:10])[NH:8][C:7]2[CH:11]=[CH:12][CH:13]=[CH:14][C:6]=2[O:5]1.[CH3:15][S-:16].[Na+]>CO.CN(C=O)C>[CH3:15][S:16][CH2:2][CH2:3][CH:4]1[C:9](=[O:10])[NH:8][C:7]2[CH:11]=[CH:12][CH:13]=[CH:14][C:6]=2[O:5]1 |f:1.2,3.4|. Procedure: 586 mg of 2-(2-bromoethyl)-1,4-benzoxazin-3-one is mixed in a methanol-DMF mixture with 245 mg of sodium thiomethylate while being stirred. After 4 hours, it is concentrated by evaporation. After column chromatography, the title compound is obtained in a yield of 53%.